describe an organic reaction: reactants, conditions, products, and yield From a dataset of the Open Reaction Database (ORD), a public repository of structured organic reaction records. As a reaction SMILES: [CH3:1][O:2][C:3](=[O:15])[C:4]1[CH:9]=[CH:8][CH:7]=[C:6]([C:10](=O)[CH:11](Br)[CH3:12])[CH:5]=1.[CH:16]([NH2:18])=[S:17]>CCO>[CH3:1][O:2][C:3](=[O:15])[C:4]1[CH:9]=[CH:8][CH:7]=[C:6]([C:10]2[N:18]=[CH:16][S:17][C:11]=2[CH3:12])[CH:5]=1. Solvent: CCO (EtOH). Isolated yield 103.3%. Procedure details: A solution of crude rac-3-(2-bromo-propionyl)-benzoic acid methyl ester (2.71 g) and thioformamide (1.83 g) in EtOH (20 ml) was heated at reflux for 1 h. The mixture was partitioned between AcOEt and brine, the organic layer was dried and evaporated and the residual oil was chromatographed on silica gel using AcOEt/hexane (1:4) as eluent to give 3-(5-methyl-thiazol-4-yl)-benzoic acid methyl ester (2.41 g) as white solid. Yields the product COC(C1=CC(=CC=C1)C=1N=CSC1C)=O (3-(5-methyl-thiazol-4-yl)-benzoic acid methyl ester). The reactants are COC(C1=CC(=CC=C1)C(C(C)Br)=O)=O (rac-3-(2-bromo-propionyl)-benzoic acid methyl ester), C(=S)N (thioformamide).